This data is from the Open Reaction Database (ORD), a public repository of structured organic reaction records. The task is: describe an organic reaction: reactants, conditions, products, and yield Reactants: O=C(c1ccccc1)C(Br)CCC(=O)N1CCCC1C(=O)O, CC([O-])=S, CCO, [K+]. Yields the product CC(=O)SC(CCC(=O)N1CCCC1C(=O)O)C(=O)c1ccccc1. Reaction SMILES: [Br:1][CH:2]([CH2:3][CH2:4][C:5](=[O:6])[N:7]1[CH:8]([C:9](=[O:10])[OH:11])[CH2:12][CH2:13][CH2:14]1)[C:15]([c:16]1[cH:17][cH:18][cH:19][cH:20][cH:21]1)=[O:22].[C:23]([CH3:24])(=[S:25])[O-:26].[CH3:28][CH2:29][OH:30].[K+:27]>>[CH:2]([CH2:3][CH2:4][C:5](=[O:6])[N:7]1[CH:8]([C:9](=[O:10])[OH:11])[CH2:12][CH2:13][CH2:14]1)([C:15]([c:16]1[cH:17][cH:18][cH:19][cH:20][cH:21]1)=[O:22])[S:25][C:23]([CH3:24])=[O:26].